Dataset: the Open Reaction Database (ORD), a public repository of structured organic reaction records. Task: describe an organic reaction: reactants, conditions, products, and yield Starting materials: CC1=CC(=C(C(N1)=O)CNC(OC(C)(C)C)=O)CC1=CC=CC=C1 (1,1-dimethylethyl {[6-methyl-2-oxo-4-(phenylmethyl)-1,2-dihydro-3-pyridinyl]methyl}carbamate), Cl (HCl). The product is NCC=1C(NC(=CC1CC1=CC=CC=C1)C)=O (3-(aminomethyl)-6-methyl-4-(phenylmethyl)-2(1H)-pyridinone), Cl (HCl). Yield: 86.0%. Reaction SMILES: [CH3:1][C:2]1[NH:7][C:6](=[O:8])[C:5]([CH2:9][NH:10]C(=O)OC(C)(C)C)=[C:4]([CH2:18][C:19]2[CH:24]=[CH:23][CH:22]=[CH:21][CH:20]=2)[CH:3]=1.[ClH:25]>>[NH2:10][CH2:9][C:5]1[C:6](=[O:8])[NH:7][C:2]([CH3:1])=[CH:3][C:4]=1[CH2:18][C:19]1[CH:24]=[CH:23][CH:22]=[CH:21][CH:20]=1.[ClH:25]. Reported procedure: A solution of 1,1-dimethylethyl {[6-methyl-2-oxo-4-(phenylmethyl)-1,2-dihydro-3-pyridinyl]methyl}carbamate (1.0 g, 3.0 mmol) in 4N HCl (in 15 mL 1,4 dioxane) was heated to 60° C. for 1 h. The mixture was cooled to room temperature. The mixture was filtered and dried to give 3-(aminomethyl)-6-methyl-4-(phenylmethyl)-2(1H)-pyridinone as an HCl salt (0.600 g, 86%). LCMS MH+=229.1 1H NMR (400 MHz, DMSO-d6) δ 11.9-12.0 (br s, 1H), 8.03 (br s, 3H), 7.16-7.30 (m, 5H), 5.84 (s, 1H), 3.91 (s, 2H), 3.81 (... Starting materials: [H-].[Na+] (sodium hydride), [Br-].OCCCCCC[P+](C1=CC=CC=C1)(C1=CC=CC=C1)C1=CC=CC=C1 ((6-hydroxyhexyl) triphenylphosphonium bromide), CC(CCCCCCCCC)=O (2-undecanone). Solvent: CS(=O)C (dimethyl sulfoxide). Conditions: temperature 70 celsius, time 18 hour. The product is CC(CCCCC=CO)CCCCCCCCC (7-methylhexadecene-1-ol). As a reaction SMILES: [H-].[Na+].[Br-].[OH:4][CH2:5][CH2:6][CH2:7][CH2:8][CH2:9][CH2:10][P+](C1C=CC=CC=1)(C1C=CC=CC=1)C1C=CC=CC=1.[CH3:30][C:31](=O)[CH2:32][CH2:33][CH2:34][CH2:35][CH2:36][CH2:37][CH2:38][CH2:39][CH3:40]>CS(C)=O>[CH3:40][CH:39]([CH2:38][CH2:37][CH2:36][CH2:35][CH2:34][CH2:33][CH2:32][CH2:31][CH3:30])[CH2:10][CH2:9][CH2:8][CH2:7][CH:6]=[CH:5][OH:4] |f:0.1,2.3|. Reported procedure: Into a dried 5 L, 3 neck round bottom flask fitted with mechanical stirring, nitrogen inlet, dropping funnel, thermometer and nitrogen outlet is added 70.2 g of 60% sodium hydride (1.76 mol) in mineral oil. The mineral oil is removed by washing with hexanes. Anhydrous dimethyl sulfoxide (500 ml) is added to the flask and the mixture is heated to 70° C. until evolution of hydrogen stops. The reaction mixture is cooled to room temperature followed by addition of 1 L of anhydrous tetrahydrofuran. (... The reactants are CCc1nc2c(cnn2CC)c(NC2CCOCC2)c1CNC(=O)c1cccc(CC(C)=O)c1, CC(C)(Cc1cccc(C(=O)O)c1)NCC(O[Si](C)(C)C(C)(C)C)c1ccc(OCc2ccccc2)c2[nH]c(=O)ccc12. The product is CCc1nc2c(cnn2CC)c(NC2CCOCC2)c1CNC(=O)c1cccc(CC(C)(C)NCC(O[Si](C)(C)C(C)(C)C)c2ccc(OCc3ccccc3)c3[nH]c(=O)ccc23)c1. RXN SMILES: [CH2:1]([CH3:2])[n:3]1[n:4][cH:5][c:6]2[c:7]1[n:8][c:9]([CH2:33][CH3:34])[c:10]([CH2:19][NH:20][C:21]([c:22]1[cH:23][cH:24][cH:25][c:26]([CH2:27][C:28](=[O:29])[CH3:30])[cH:31]1)=[O:32])[c:11]2[NH:12][CH:13]1[CH2:14][CH2:15][O:16][CH2:17][CH2:18]1.[CH2:35]([c:36]1[cH:37][cH:38][cH:39][cH:40][cH:41]1)[O:42][c:43]1[cH:44][cH:45][c:46]([CH:54]([CH2:55][NH:56][C:57]([CH2:58][c:59]2[cH:60][c:61]([C:62]([OH:63])=[O:64])[cH:65][cH:66][cH:67]2)([CH3:68])[CH3:69])[O:70][Si:71]([CH3:72])([CH3:73])[C:74]([CH3:75])([CH3:76])[CH3:77])[c:47]2[cH:48][cH:49][c:50](=[O:53])[nH:51][c:52]12>>[CH2:1]([CH3:2])[n:3]1[n:4][cH:5][c:6]2[c:7]1[n:8][c:9]([CH2:33][CH3:34])[c:10]([CH2:19][NH:20][C:21](=[O:32])[c:61]1[cH:60][c:59]([CH2:58][C:57]([NH:56][CH2:55][CH:54]([c:46]3[cH:45][cH:44][c:43]([O:42][CH2:35][c:36]4[cH:37][cH:38][cH:39][cH:40][cH:41]4)[c:52]4[c:47]3[cH:48][cH:49][c:50](=[O:53])[nH:51]4)[O:70][Si:71]([CH3:72])([CH3:73])[C:74]([CH3:75])([CH3:76])[CH3:77])([CH3:68])[CH3:69])[cH:67][cH:66][cH:65]1)[c:11]2[NH:12][CH:13]1[CH2:14][CH2:15][O:16][CH2:17][CH2:18]1. Starting materials: Cl (hydrochloric acid), C(C)(C)(C)[C@H]1O[C@@](C(O1)=O)(C(C)C)C ((2S,5R)-2-(tert-butyl)-5-methyl-5-isopropyl-1,3-dioxolan-4-one), 1-L, [OH-].[K+] (potassium hydroxide). Solvent: O (water), O (water), CO (methanol), O (water). The product is C[C@@](C(=O)O)(C(C)C)O ((S)-(+)-2,3-dimethyl-2-hydroxybutyric acid). The yield is 95.0%. Reaction SMILES: C([C@@H]1[O:9][C:8](=[O:10])[C@@:7]([CH3:14])([CH:11]([CH3:13])[CH3:12])[O:6]1)(C)(C)C.[OH-].[K+].Cl>CO.O>[CH3:14][C@:7]([OH:6])([CH:11]([CH3:13])[CH3:12])[C:8]([OH:10])=[O:9] |f:1.2|. Procedure details: To a magnetically stirred solution of (7) (94 g, 0.47 mol) in methanol (450 mL) and water (100 mL), in a 1-L, one-neck, round-bottom flask was added potassium hydroxide pellets (48 g, 0.85 mol, 1.8 equivalents). The reaction was then heated to reflux for 30 minutes. The mixture was cooled to room temperature and concentrated in vacuo to afford a milky suspension. This mixture was diluted with water (100 mL), cooled to 0° C., and acidified with concentrated hydrochloric acid (15 mL) to pH 6. Addi...